From a dataset of the Open Reaction Database (ORD), a public repository of structured organic reaction records. describe an organic reaction: reactants, conditions, products, and yield Reactants: BrC1=C(C=C(C=C1)C=1OC(=NN1)C)C (2-(4-bromo-3-methylphenyl)-5-methyl-1,3,4-oxadiazole), B(O)(O)C1=CC=C(C(=O)O)C=C1 (4-boronobenzoic acid), C([O-])([O-])=O.[Na+].[Na+] (sodium carbonate), tetrakis (triphenylphosphine)palladium (0). Run in COCCOC (DME), O (water). Product: CC1=C(C=CC(=C1)C=1OC(=NN1)C)C1=CC=C(C=C1)C(=O)O (2'-Methyl-4'-(5-methyl-1,3,4-oxadiazol-2-yl)biphenyl-4-carboxylic acid). Yield: 80.7%. As a reaction SMILES: Br[C:2]1[CH:7]=[CH:6][C:5]([C:8]2[O:9][C:10]([CH3:13])=[N:11][N:12]=2)=[CH:4][C:3]=1[CH3:14].B([C:18]1[CH:26]=[CH:25][C:21]([C:22]([OH:24])=[O:23])=[CH:20][CH:19]=1)(O)O.C(=O)([O-])[O-].[Na+].[Na+]>COCCOC.O>[CH3:14][C:3]1[CH:4]=[C:5]([C:8]2[O:9][C:10]([CH3:13])=[N:11][N:12]=2)[CH:6]=[CH:7][C:2]=1[C:18]1[CH:26]=[CH:25][C:21]([C:22]([OH:24])=[O:23])=[CH:20][CH:19]=1 |f:2.3.4|. Procedure details: A stirred solution of 2-(4-bromo-3-methylphenyl)-5-methyl-1,3,4-oxadiazole (EP 0533268 A1)(0.21 g, 0.0008 mole) in a mixture of DME (10 ml) and water (30 ml) under argon was treated with 4-boronobenzoic acid (0.14 g, 0.0008 mole), sodium carbonate (0.39 g, 0.0037 mole) and tetrakis (triphenylphosphine)palladium (0)(16 mg), then heated under reflux for 4 hours. The mixture was dried (Na2SO4) and concentrated in vacuo to leave the title compound as a white solid (0.19 g, 78%). The reactants are NC1=C(C=C(C=C1Cl)S(=O)(=O)NC(C(=O)N1CCC(CC1)CCC)CC1=CC(=C(C=C1)N)[N+](=O)[O-])Cl (4-amino-N-[1-((4-amino-3-nitro-phenyl)methyl)-2-(4-propyl-piperidin-1-yl)-2-oxo-ethyl]-3,5-dichloro-benzenesulphonamide), C(=O)O (formic acid). The reagents and catalysts are [Pd] (palladium/charcoal). The product is NC1=C(C=C(C=C1Cl)S(=O)(=O)NC(C(=O)N1CCC(CC1)CCC)CC1=CC2=C(NC=N2)C=C1)Cl (4-Amino-N-[1-(1H-benzimidazol-5-yl-methyl)-2-(4-propylpiperidin-1-yl)-2-oxo-ethyl]-3,5-dichlorobenzenesulphonamide). As a reaction SMILES: [NH2:1][C:2]1[C:7]([Cl:8])=[CH:6][C:5]([S:9]([NH:12][CH:13]([CH2:25][C:26]2[CH:31]=[CH:30][C:29]([NH2:32])=[C:28]([N+:33]([O-])=O)[CH:27]=2)[C:14]([N:16]2[CH2:21][CH2:20][CH:19]([CH2:22][CH2:23][CH3:24])[CH2:18][CH2:17]2)=[O:15])(=[O:11])=[O:10])=[CH:4][C:3]=1[Cl:36].[CH:37](O)=O>[Pd]>[NH2:1][C:2]1[C:7]([Cl:8])=[CH:6][C:5]([S:9]([NH:12][CH:13]([CH2:25][C:26]2[CH:31]=[CH:30][C:29]3[NH:32][CH:37]=[N:33][C:28]=3[CH:27]=2)[C:14]([N:16]2[CH2:21][CH2:20][CH:19]([CH2:22][CH2:23][CH3:24])[CH2:18][CH2:17]2)=[O:15])(=[O:11])=[O:10])=[CH:4][C:3]=1[Cl:36]. Procedure details: Prepared from 4-amino-N-[1-((4-amino-3-nitro-phenyl)methyl)-2-(4-propyl-piperidin-1-yl)-2-oxo-ethyl]-3,5-dichloro-benzenesulphonamide and cyclising with formic acid in the presence of palladium/charcoal analogously to Example 1. The reactants are Cl (hydrochloric acid), CC1=C(N=C(O1)C1=CC=CC=C1)COC1=NOC(=C1)CO ([3-(5-methyl-2-phenyl-4-oxazolylmethoxy)-5-isoxazolyl]methanol), ClC1=NC=CC=C1C#N (2-chloro-3-cyanopyridine), [H-].[Na+] (sodium hydride). Solvent: O (water), CN(C=O)C (N,N-dimethylformamide). Conditions: time 90 minute. Yields the product CC1=C(N=C(O1)C1=CC=CC=C1)COC1=NOC(=C1)COC1=C(C#N)C=CC=N1 (2-[[3-[(5-methyl-2-phenyl-4-oxazolyl)methoxy]-5-isoxazolyl]methoxy]nicotinonitrile). Yield: 96.2%. As a reaction SMILES: [CH3:1][C:2]1[O:6][C:5]([C:7]2[CH:12]=[CH:11][CH:10]=[CH:9][CH:8]=2)=[N:4][C:3]=1[CH2:13][O:14][C:15]1[CH:19]=[C:18]([CH2:20][OH:21])[O:17][N:16]=1.Cl[C:23]1[C:28]([C:29]#[N:30])=[CH:27][CH:26]=[CH:25][N:24]=1.[H-].[Na+].Cl>O.CN(C)C=O>[CH3:1][C:2]1[O:6][C:5]([C:7]2[CH:8]=[CH:9][CH:10]=[CH:11][CH:12]=2)=[N:4][C:3]=1[CH2:13][O:14][C:15]1[CH:19]=[C:18]([CH2:20][O:21][C:23]2[N:24]=[CH:25][CH:26]=[CH:27][C:28]=2[C:29]#[N:30])[O:17][N:16]=1 |f:2.3|. Procedure: To a mixture of [3-(5-methyl-2-phenyl-4-oxazolylmethoxy)-5-isoxazolyl]methanol (2.00 g), 2-chloro-3-cyanopyridine (1.16 g) and N,N-dimethylformamide (60 mL) was gradually added sodium hydride (60%, oil, 335 mg) under ice-cooling. After stirring the reaction mixture at room temperature for 90 min., water was added to the reaction mixture. The mixture was neutralized with 2N hydrochloric acid and extracted with ethyl acetate. The organic layer was washed with water, dried over anhydrous magnesium ... Reactants: OCCC1=CC(=C(C=C1)O)N=NC1=C(C=CC=C1)[N+](=O)[O-] (4-(2-hydroxyethyl)-2-[(2-nitrophenyl)azo]phenol). Reagents/catalysts: [Zn] (zinc). Run in aqueous solution, [OH-].[Na+] (sodium hydroxide), [OH-].[Na+] (sodium hydroxide). Reaction conditions: temperature 70 celsius, time 2 hour. Yields the product N=1N(N=C2C1C=CC=C2)C2=C(C=CC(=C2)CCO)O (2-(2H-benzotriazole-2-yl)-4-(2-hydroxyethyl)phenol). Isolated yield 80.5%. Reaction SMILES: [OH:1][CH2:2][CH2:3][C:4]1[CH:9]=[CH:8][C:7]([OH:10])=[C:6]([N:11]=[N:12][C:13]2[CH:18]=[CH:17][CH:16]=[CH:15][C:14]=2[N+:19]([O-])=O)[CH:5]=1>[OH-].[Na+].[Zn]>[N:12]1[N:11]([C:6]2[CH:5]=[C:4]([CH2:3][CH2:2][OH:1])[CH:9]=[CH:8][C:7]=2[OH:10])[N:19]=[C:14]2[CH:15]=[CH:16][CH:17]=[CH:18][C:13]=12 |f:1.2|. Procedure details: 5.39 g (18 mmols) of crude 4-(2-hydroxyethyl)-2-[(2-nitrophenyl)azo]phenol synthesized in Example 3 was dissolved in 18 ml of aqueous solution of 2N sodium hydroxide. Subsequently, 9 ml of previously prepared aqueous solution of 25% sodium hydroxide and 5.4 g (83 mmols) of zinc powder were simultaneously added over a period of about 3 hours. The reaction mixture was heated to 70° C. and stirred for about 2 hours. The reaction mixture was then cooled to room temperature and filtered to collect in... Starting materials: CI, CN(C)C=O, O=c1ncc(F)c[nH]1, [K]. The product is Cn1cc(F)cnc1=O. As a reaction SMILES: [CH3:10][I:11].[CH3:12][N:13]([CH3:14])[CH:15]=[O:16].[F:2][c:3]1[cH:4][n:5][c:6](=[O:9])[nH:7][cH:8]1.[K:1]>>[F:2][c:3]1[cH:4][n:5]([CH3:10])[c:6](=[O:9])[n:7][cH:8]1. Reactants: BrC1=C(C(=CC=C1)Br)C1=CC2=C(N=C(N=C2)NCCCN(CC)CC)N=C1N (6-(2,6-Dibromo-phenyl)-N2 -[3-diethylamino-propyl)-pyrido[2,3-d]pyrimidine-2,7-diamine), C(C)(C)(C)N=C=O (tert-butyl isocyanate). Product: C(C)(C)(C)NC(=O)NC=1C(=CC2=C(N=C(N=C2)NCCCN(CC)CC)N1)C1=C(C=CC=C1Br)Br (1-tert-Butyl-3-[6-(2,6-dibromo-phenyl)-2-(3-diethylamino-propylamino)-pyrido[2,3-d]pyrimidin-7-yl]-urea). The yield is 52.9%. RXN SMILES: [Br:1][C:2]1[CH:7]=[CH:6][CH:5]=[C:4]([Br:8])[C:3]=1[C:9]1[C:27]([NH2:28])=[N:26][C:12]2[N:13]=[C:14]([NH:17][CH2:18][CH2:19][CH2:20][N:21]([CH2:24][CH3:25])[CH2:22][CH3:23])[N:15]=[CH:16][C:11]=2[CH:10]=1.[C:29]([N:33]=[C:34]=[O:35])([CH3:32])([CH3:31])[CH3:30]>>[C:29]([NH:33][C:34]([NH:28][C:27]1[C:9]([C:3]2[C:2]([Br:1])=[CH:7][CH:6]=[CH:5][C:4]=2[Br:8])=[CH:10][C:11]2[CH:16]=[N:15][C:14]([NH:17][CH2:18][CH2:19][CH2:20][N:21]([CH2:22][CH3:23])[CH2:24][CH3:25])=[N:13][C:12]=2[N:26]=1)=[O:35])([CH3:32])([CH3:31])[CH3:30]. Procedure details: 6-(2,6-Dibromo-phenyl)-N2 -[3-diethylamino-propyl)-pyrido[2,3-d]pyrimidine-2,7-diamine (0.34 g) from Example 61 was reacted with 0.066 g of tert-butyl isocyanate according to the general procedure of Example 54. The crude residue was purified by thin layer chromatography with ethyl acetate:ethanol:triethylamine (9:2:1) followed by preparative HPLC chromatography using a Vydac 218 TP 1022 reverse phase column with a gradient elution of 0.1% trifluoroacetic acid/water and 0.1% trifluoroacetic acid... The reactants are C(C)OC(CC=1N(C(=C(C1C(=O)OCC)C)C(=O)C=1N(C=CC1)C)C)=O (Ethyl-1,4-dimethyl-3-ethoxycarbonyl-5-(1-methylpyrrol-2-oyl)pyrrole-2-acetate), [OH-].[Na+] (sodium hydroxide). Run in C(C)O (ethanol). The product is CN1C(=C(C(=C1C(=O)C=1N(C=CC1)C)C)C(=O)O)CC(=O)O (1,4-dimethyl-3-hydroxycarbonyl-5-(1-methylpyrrol-2-oyl)pyrrole-2-acetic acid). Isolated yield 88.0%. As a reaction SMILES: C([O:3][C:4](=[O:26])[CH2:5][C:6]1[N:7]([CH3:25])[C:8]([C:17]([C:19]2[N:20]([CH3:24])[CH:21]=[CH:22][CH:23]=2)=[O:18])=[C:9]([CH3:16])[C:10]=1[C:11]([O:13]CC)=[O:12])C.[OH-].[Na+]>C(O)C>[CH3:25][N:7]1[C:8]([C:17]([C:19]2[N:20]([CH3:24])[CH:21]=[CH:22][CH:23]=2)=[O:18])=[C:9]([CH3:16])[C:10]([C:11]([OH:13])=[O:12])=[C:6]1[CH2:5][C:4]([OH:26])=[O:3] |f:1.2|. Reported procedure: Ethyl-1,4-dimethyl-3-ethoxycarbonyl-5-(1-methylpyrrol-2-oyl)pyrrole-2-acetate (7 g) is dissolved in 20 ml of ethanol, aqueous 50% sodium hydroxide solution (50 ml) is added, and the resulting solution is heated at reflux for about one hour. It is cooled to room temperature, and acidified to yield a white precipitate which in turn is filtered and dried to afford 5.2 g of 1,4-dimethyl-3-hydroxycarbonyl-5-(1-methylpyrrol-2-oyl)pyrrole-2-acetic acid (a diacid). The diacid is partially esterified by ... The reactants are Cc1cc(C=C2SC(=S)N(CC(=O)O)C2=O)on1, [Na+], O, O=C([O-])O, [Pd]. Product: Cc1cc(CC2SC(=S)N(CC(=O)O)C2=O)on1. As a reaction SMILES: [CH3:1][c:2]1[n:3][o:4][c:5]([CH:7]=[C:8]2[C:9](=[O:18])[N:10]([CH2:14][C:15](=[O:16])[OH:17])[C:11](=[S:13])[S:12]2)[cH:6]1.[Na+:19].[OH2:24].[OH:20][C:21](=[O:22])[O-:23].[Pd:25]>>[CH3:1][c:2]1[n:3][o:4][c:5]([CH2:7][CH:8]2[C:9](=[O:18])[N:10]([CH2:14][C:15](=[O:16])[OH:17])[C:11](=[S:13])[S:12]2)[cH:6]1. Reactants: C1COCCO1, CCOC(C)=O, Cl, Ic1ccc(OC2CN3CCC2CC3)cc1, Cc1ccc(B(O)O)cc1N. Product: Cl, Cc1ccc(-c2ccc(OC3CN4CCC3CC4)cc2)cc1N. RXN SMILES: [CH2:29]1[O:30][CH2:31][CH2:32][O:33][CH2:34]1.[CH3:35][CH2:36][O:37][C:38](=[O:39])[CH3:40].[ClH:28].[I:1][c:2]1[cH:3][cH:4][c:5]([O:6][CH:7]2[CH2:8][N:9]3[CH2:10][CH2:11][CH:12]2[CH2:13][CH2:14]3)[cH:15][cH:16]1.[NH2:17][c:18]1[cH:19][c:20]([B:25]([OH:26])[OH:27])[cH:21][cH:22][c:23]1[CH3:24]>>[ClH:28].[c:2]1(-[c:20]2[cH:19][c:18]([NH2:17])[c:23]([CH3:24])[cH:22][cH:21]2)[cH:3][cH:4][c:5]([O:6][CH:7]2[CH2:8][N:9]3[CH2:10][CH2:11][CH:12]2[CH2:13][CH2:14]3)[cH:15][cH:16]1. Reactants: COC(C(CC1CCCC1)C1=CC(=CC=C1)S(=O)(=O)C(F)(F)F)=O (3-Cyclopentyl-2-(3-trifluoromethanesulfonyl-phenyl)-propionic acid methyl ester), CNC(=O)N (methyl urea), C[O-].[Mg+2].C[O-] (magnesium methoxide), CO (methanol). The yield is 45.4%. Reaction conditions: temperature 25 celsius. Yields the product hexanes ethyl acetate, C1(CCCC1)CC(C(=O)NC(=O)NC)C1=CC(=CC=C1)S(=O)(=O)C(F)(F)F (1-[3-cyclopentyl-2-(3-trifluoromethanesulfonyl-phenyl)-propionyl]-3-methyl-urea). Reaction SMILES: CO[C:3](=[O:24])[CH:4]([C:11]1[CH:16]=[CH:15][CH:14]=[C:13]([S:17]([C:20]([F:23])([F:22])[F:21])(=[O:19])=[O:18])[CH:12]=1)[CH2:5][CH:6]1[CH2:10][CH2:9][CH2:8][CH2:7]1.[CH3:25][NH:26][C:27]([NH2:29])=[O:28].C[O-].[Mg+2].C[O-].CO>C(OCC)(=O)C>[CH:6]1([CH2:5][CH:4]([C:11]2[CH:16]=[CH:15][CH:14]=[C:13]([S:17]([C:20]([F:21])([F:23])[F:22])(=[O:19])=[O:18])[CH:12]=2)[C:3]([NH:29][C:27]([NH:26][CH3:25])=[O:28])=[O:24])[CH2:7][CH2:8][CH2:9][CH2:10]1 |f:2.3.4|. Reported procedure: 3-Cyclopentyl-2-(3-trifluoromethanesulfonyl-phenyl)-propionic acid methyl ester (500 mg, 1.37 mmol) and methyl urea (305 mg, 4.12 mmol) were treated with a solution of magnesium methoxide in methanol (7.4 wt %, 5.9 mL, 4.12 mmol). The reaction mixture was then concentrated in vacuo to approximately one-half the volume of methanol. The resulting reaction mixture was then heated under reflux for 15 h. The reaction mixture was allowed to cool to 25° C., diluted with ethyl acetate (10 mL), and then ... The solvent is C(C)(=O)OCC (ethyl acetate).